From a dataset of the Open Reaction Database (ORD), a public repository of structured organic reaction records. describe an organic reaction: reactants, conditions, products, and yield Starting materials: Cl (HCl), [H-].[Na+] (NaH), CN(C=C(C(=O)C1=CC=C(C=C1)C)C1=CC=CC=C1)C (3-(Dimethylamino)-1-(4-methylphenyl)-2-phenylprop-2-en-1-one), C(#N)CC(=O)N (2-cyanoacetamide). Run in CN(C)C=O (DMF), CO (MeOH), CN(C)C=O (DMF). Reaction conditions: temperature 90 celsius, time 4 hour. The product is CC1=CC=C(C=C1)C1=C(C=C(C(N1)=O)C#N)C1=CC=CC=C1 (6-(4-methylphenyl)-2-oxo-5-phenyl-1,2-dihydropyridine-3-carbonitrile). As a reaction SMILES: [H-].[Na+].CN(C)[CH:5]=[C:6]([C:16]1[CH:21]=[CH:20][CH:19]=[CH:18][CH:17]=1)[C:7]([C:9]1[CH:14]=[CH:13][C:12]([CH3:15])=[CH:11][CH:10]=1)=O.[C:23]([CH2:25][C:26]([NH2:28])=[O:27])#[N:24].Cl>CN(C=O)C.CO>[CH3:15][C:12]1[CH:11]=[CH:10][C:9]([C:7]2[NH:28][C:26](=[O:27])[C:25]([C:23]#[N:24])=[CH:5][C:6]=2[C:16]2[CH:17]=[CH:18][CH:19]=[CH:20][CH:21]=2)=[CH:14][CH:13]=1 |f:0.1|. Reported procedure: To a slurry of NaH (1.38 g, 60% in mineral oil, 34.41 mmol) in DMF (20 mL) at 0° C. was added a solution of 3-(dimethylamino)-1-(4-methylphenyl)-2-phenylprop-2-en-1-one (1-2; 4.15 g, 15.64 mmol) and 2-cyanoacetamide (1.45 g, 17.2 mmol) in MeOH (1.5 mL) and DMF (40 mL) dropwise over 40 min. The resulting mixture was stirred at 90° C. for 4 h and cooled to rt. The mixture was poured into dilute HCl aqueous solution (240 mL, 0.25 M) and filtered, washed with water (40 mL) and dried in vacuo to affo... The reactants are ClC1=CC=C(C(=O)N2CCC(CC2)=CC2=C(C=C(C=C2)C(=O)OC)F)C=C1 (1-(4-chlorobenzoyl)-4-[2-fluoro-4-methoxycarbonylbenzylidene]piperidine), [OH-].[K+] (caustic potash). Run in CO (methanol), O (water). Conditions: time 8 hour. The product is C(=O)(O)C1=CC(=C(C=C2CCN(CC2)C(C2=CC=C(C=C2)Cl)=O)C=C1)F (4-(4-carboxy-2-fluorobenzylidene)-1-(4-chlorobenzoyl)piperidine). Yield: 99.1%. RXN SMILES: [Cl:1][C:2]1[CH:27]=[CH:26][C:5]([C:6]([N:8]2[CH2:13][CH2:12][C:11](=[CH:14][C:15]3[CH:20]=[CH:19][C:18]([C:21]([O:23]C)=[O:22])=[CH:17][C:16]=3[F:25])[CH2:10][CH2:9]2)=[O:7])=[CH:4][CH:3]=1.[OH-].[K+]>CO.O>[C:21]([C:18]1[CH:19]=[CH:20][C:15]([CH:14]=[C:11]2[CH2:10][CH2:9][N:8]([C:6](=[O:7])[C:5]3[CH:4]=[CH:3][C:2]([Cl:1])=[CH:27][CH:26]=3)[CH2:13][CH2:12]2)=[C:16]([F:25])[CH:17]=1)([OH:23])=[O:22] |f:1.2|. Procedure: 9.0 g of 1-(4-chlorobenzoyl)-4-[2-fluoro-4-methoxycarbonylbenzylidene]piperidine in 150 ml of methanol are treated with a solution of 4.0 g of 84% caustic potash in 100 ml of water and the mixture is stirred overnight at ambient temperature. The methanol is evaporated off, the residue is mixed water with cooling and the mixture is acidified with dilute hydrochloric acid. The precipitate is suction-filtered, washed with water and dried in vacuo. 8.6 g (95% of theory) of 4-(4-carboxy-2-fluorobenzy...